This data is from the Open Reaction Database (ORD), a public repository of structured organic reaction records. The task is: describe an organic reaction: reactants, conditions, products, and yield The reactants are CNC(C)C, CCOC(C)=O, Cc1ccc(C(=O)NC2CCC2)cc1-n1cc(C)c2ccc(OCCCl)cc2c1=O, [I-], [K+]. Yields the product Cc1ccc(C(=O)NC2CCC2)cc1-n1cc(C)c2ccc(OCCN(C)C(C)C)cc2c1=O. As a reaction SMILES: [CH3:33][NH:34][CH:35]([CH3:36])[CH3:37].[CH3:38][CH2:39][O:40][C:41](=[O:42])[CH3:43].[Cl:1][CH2:2][CH2:3][O:4][c:5]1[cH:6][cH:7][c:8]2[c:9]([CH3:30])[cH:10][n:11](-[c:16]3[cH:17][c:18]([C:19](=[O:20])[NH:21][CH:22]4[CH2:23][CH2:24][CH2:25]4)[cH:26][cH:27][c:28]3[CH3:29])[c:12](=[O:15])[c:13]2[cH:14]1.[I-:32].[K+:31]>>[CH2:2]([CH2:3][O:4][c:5]1[cH:6][cH:7][c:8]2[c:9]([CH3:30])[cH:10][n:11](-[c:16]3[cH:17][c:18]([C:19](=[O:20])[NH:21][CH:22]4[CH2:23][CH2:24][CH2:25]4)[cH:26][cH:27][c:28]3[CH3:29])[c:12](=[O:15])[c:13]2[cH:14]1)[N:34]([CH3:33])[CH:35]([CH3:36])[CH3:37].